This data is from the Open Reaction Database (ORD), a public repository of structured organic reaction records. The task is: describe an organic reaction: reactants, conditions, products, and yield Starting materials: ClC1=C(CN2N=C(C3=CC=C(C=C23)CCC(=O)O)C)C(=CC=C1)Cl (3-[1-(2,6-dichlorobenzyl)-3-methyl-1H-indazole-6-yl]propionic acid), [OH-].[K+] (potassium hydroxide). Run in C(C)O (ethanol). Yields the product ClC1=C(CN2N=C(C3=CC=C(C=C23)CCC(=O)[O-])C)C(=CC=C1)Cl.[K+] (potassium 3-[1-(2,6-dichlorobenzyl)-3-methyl-1H-indazole-6-yl]propionate). Reaction SMILES: [Cl:1][C:2]1[CH:23]=[CH:22][CH:21]=[C:20]([Cl:24])[C:3]=1[CH2:4][N:5]1[C:13]2[C:8](=[CH:9][CH:10]=[C:11]([CH2:14][CH2:15][C:16]([OH:18])=[O:17])[CH:12]=2)[C:7]([CH3:19])=[N:6]1.[OH-].[K+:26]>C(O)C>[Cl:1][C:2]1[CH:23]=[CH:22][CH:21]=[C:20]([Cl:24])[C:3]=1[CH2:4][N:5]1[C:13]2[C:8](=[CH:9][CH:10]=[C:11]([CH2:14][CH2:15][C:16]([O-:18])=[O:17])[CH:12]=2)[C:7]([CH3:19])=[N:6]1.[K+:26] |f:1.2,4.5|. Procedure details: To a solution of the compound [122](24 mg) in ethanol (2.0 mL) was added an aqueous solution of 1N-potassium hydroxide (65 μL) at room temperature, and the solution was concentrated under reduced pressure to give the titled compound (27 mg) as a yellow solid. Reactants: ClC(C=C)C (3-chloro-1-butene), OC1=CC=C(C(=O)OC(C)(C)C)C=C1 (1,1-dimethylethyl 4-hydroxybenzoate), [OH-].[Na+] (sodium hydroxide). The solvent is C1(=CC=CC=C1)C (toluene), CN(C=O)C (N,N-dimethylformamide), O (water). Conditions: temperature 45 celsius. Yields the product C(C)(C)(C)OC(=O)C1=CC=C(OC(C=C)C)C=C1 (3-[4-(tert-Butoxycarbonyl)phenoxy]-1-butene). Isolated yield 60.2%. RXN SMILES: [OH:1][C:2]1[CH:14]=[CH:13][C:5]([C:6]([O:8][C:9]([CH3:12])([CH3:11])[CH3:10])=[O:7])=[CH:4][CH:3]=1.[OH-].[Na+].Cl[CH:18]([CH3:21])[CH:19]=[CH2:20]>CN(C)C=O.O.C1(C)C=CC=CC=1>[C:9]([O:8][C:6]([C:5]1[CH:13]=[CH:14][C:2]([O:1][CH:19]([CH3:20])[CH:18]=[CH2:21])=[CH:3][CH:4]=1)=[O:7])([CH3:10])([CH3:11])[CH3:12] |f:1.2|. Reported procedure: A solution of 1,1-dimethylethyl 4-hydroxybenzoate (5.0 g, 25.7 mmol) in N,N-dimethylformamide (35 ml) was treated with a solution of sodium hydroxide (1.14 g, 35.1 mmol) in water (2 mL). Then 3-chloro-1-butene (3.06 g, 33.8 mmol) was added and the resulting mixture was heated at 45° C. for 5 hours. The cooled mixture was diluted with toluene, washed with water, dried (magnesium sulfate) and concentrated under reduced pressure. Chromatography of the residue on silica gel (elution toluene-hexane, ...